describe an organic reaction: reactants, conditions, products, and yield From a dataset of the Open Reaction Database (ORD), a public repository of structured organic reaction records. Starting materials: BrC1=C(C(=C2N3CCC(OCCCC[C@@H](OC=4C(=CC=CC4C4=CC=CC(C5=CN2C1=N5)=C4)F)C)(CC3)C)[C@@H](C(=O)OC)OC(C)(C)C)C (methyl(2S)-2-[(22S)-5-bromo-19-fluoro-4,22,28-trimethyl-21,27-dioxa-1,7,34-triazahexacyclo[26.2.2.16,9.110,14.02,7.015,20]tetratriaconta-2,4,6(34),8,10(33),11,13,15(20),16,18-decaen-3-yl]-2-(tert-butoxy)acetate), C(C)(C)(C)O[C@H](C(=O)O)C1=C2N3CCC(OCCCC[C@@H](OC=4C=CC(=CC4C4=CC=CC(C5=C(N2C(C=C1C)=N5)Cl)=C4)C)C)(CC3)C ((2S)-2-(tert-butoxy)-2-[(22S)-8-chloro-4,17,22,28-tetramethyl-21,27-dioxa-1,7,34-triazahexacyclo[26.2.2.16,9.110,14.02,7.015,20]tetratriaconta-2,4,6(34),8,10(33),11,13,15(20),16,18-decaen-3-yl]acetic acid). Yields the product BrC1=C(C(=C2N3CCC(OCCCC[C@@H](OC=4C(=CC=CC4C4=CC=CC(C5=CN2C1=N5)=C4)F)C)(CC3)C)[C@@H](C(=O)O)OC(C)(C)C)C ((2S)-2-[(22S)-5-Bromo-19-fluoro-4,22,28-trimethyl-21,27-dioxa-1,7,34-triazahexacyclo[26.2.2.16,9.110,14.02,7.015,20]tetratriaconta-2,4,6(34),8,10(33),11,13,15(20),16,18-decaen-3-yl]-2-(tert-butoxy)acetic acid). The yield is 5.0%. As a reaction SMILES: [Br:1][C:2]1[C:31]2=[N:32][C:28]3=[CH:29][N:30]2[C:5]([N:6]2[CH2:37][CH2:36][C:9]([CH3:38])([O:10][CH2:11][CH2:12][CH2:13][CH2:14][C@H:15]([CH3:35])[O:16][C:17]4[C:18]([F:34])=[CH:19][CH:20]=[CH:21][C:22]=4[C:23]4[CH:33]=[C:27]3[CH:26]=[CH:25][CH:24]=4)[CH2:8][CH2:7]2)=[C:4]([C@H:39]([O:44][C:45]([CH3:48])([CH3:47])[CH3:46])[C:40]([O:42]C)=[O:41])[C:3]=1[CH3:49].C(O[C@@H](C1C(C)=CC2=NC3=C(Cl)N2C=1N1CCC(C)(OCCCC[C@H](C)OC2C=CC(C)=CC=2C2C=C3C=CC=2)CC1)C(O)=O)(C)(C)C>>[Br:1][C:2]1[C:31]2=[N:32][C:28]3=[CH:29][N:30]2[C:5]([N:6]2[CH2:7][CH2:8][C:9]([CH3:38])([O:10][CH2:11][CH2:12][CH2:13][CH2:14][C@H:15]([CH3:35])[O:16][C:17]4[C:18]([F:34])=[CH:19][CH:20]=[CH:21][C:22]=4[C:23]4[CH:33]=[C:27]3[CH:26]=[CH:25][CH:24]=4)[CH2:36][CH2:37]2)=[C:4]([C@H:39]([O:44][C:45]([CH3:48])([CH3:47])[CH3:46])[C:40]([OH:42])=[O:41])[C:3]=1[CH3:49]. Procedure details: Prepared in 5% yield from methyl(2S)-2-[(22S)-5-bromo-19-fluoro-4,22,28-trimethyl-21,27-dioxa-1,7,34-triazahexacyclo[26.2.2.16,9.110,14.02,7.015,20]tetratriaconta-2,4,6(34),8,10(33),11,13,15(20),16,18-decaen-3-yl]-2-(tert-butoxy)acetate following the procedure for (2S)-2-(tert-butoxy)-2-[(22S)-8-chloro-4,17,22,28-tetramethyl-21,27-dioxa-1,7,34-triazahexacyclo[26.2.2.16,9.110,14.02,7.015,20]tetratriaconta-2,4,6(34),8,10(33),11,13,15(20),16,18-decaen-3-yl]acetic acid. 1H NMR (500 MHz, DMSO-d6) δ 8...